Dataset: the Open Reaction Database (ORD), a public repository of structured organic reaction records. Task: describe an organic reaction: reactants, conditions, products, and yield The reactants are C(C)(C)(C)OC(=O)N(C(=NC(=O)OC(C)(C)C)N)CCC1(CCCCC1)CCN1CCC(CC1)N(C(=O)C=1OC=CC1)C1=NC=C(C=C1)C (N-[1-[2-[1-[2-(1,2-Di-tert-butoxycarbonylguanidino)ethyl]-cyclohexyl]ethyl]piperidin-4-yl]-N-(5-methylpyridin-2-yl)-2-furancarboxamide). Solvent: Cl.O1CCOCC1 (hydrochloric acid 1,4-dioxane), CO (methanol). Run at time 2 day. Product: N(C(=N)N)CCC1(CCCCC1)CCN1CCC(CC1)N(C(=O)C=1OC=CC1)C1=NC=C(C=C1)C (N-[1-[2-[1-(2-Guanidinoethyl)cyclohexyl]ethyl]piperidin-4-yl]-N-(5-methylpyridin-2-yl)-2-furancarboxamide). Isolated yield 93.1%. RXN SMILES: C(OC([N:8]([CH2:19][CH2:20][C:21]1([CH2:27][CH2:28][N:29]2[CH2:34][CH2:33][CH:32]([N:35]([C:43]3[CH:48]=[CH:47][C:46]([CH3:49])=[CH:45][N:44]=3)[C:36]([C:38]3[O:39][CH:40]=[CH:41][CH:42]=3)=[O:37])[CH2:31][CH2:30]2)[CH2:26][CH2:25][CH2:24][CH2:23][CH2:22]1)[C:9]([NH2:18])=[N:10]C(OC(C)(C)C)=O)=O)(C)(C)C>Cl.O1CCOCC1.CO>[NH:8]([CH2:19][CH2:20][C:21]1([CH2:27][CH2:28][N:29]2[CH2:34][CH2:33][CH:32]([N:35]([C:43]3[CH:48]=[CH:47][C:46]([CH3:49])=[CH:45][N:44]=3)[C:36]([C:38]3[O:39][CH:40]=[CH:41][CH:42]=3)=[O:37])[CH2:31][CH2:30]2)[CH2:22][CH2:23][CH2:24][CH2:25][CH2:26]1)[C:9]([NH2:18])=[NH:10] |f:1.2|. Reported procedure: N-[1-[2-[1-[2-(1,2-Di-tert-butoxycarbonylguanidino)ethyl]cyclohexyl]ethyl]piperidin-4-yl]-N-(5-methylpyridin-2-yl)-2-furancarboxamide (synthesized in Example 44) (105 mg) was dissolved in a 4N hydrochloric acid/1,4-dioxane solution (12 mL) and methanol (5 mL). The solution was stirred at room temperature for 2 days. The solvent was distilled off under reduced pressure and the resulting residue was crystallized (from methanol-ethyl acetate) to give the title compound (69 mg).